Dataset: the Open Reaction Database (ORD), a public repository of structured organic reaction records. Task: describe an organic reaction: reactants, conditions, products, and yield Reactants: ClC=1C=C(C=C(C1)Cl)S(=O)(=O)N(C=1C=C2CCN(C2=CC1)C(NC1=CC=CC=C1)=O)CC(=O)OC(C)(C)C (tert.butyl [(3,5-dichloro-phenylsulphonyl)-(1-phenylcarbamoyl-2,3-dihydro-1H-indol-5-yl)-amino]-acetate), FC(C(=O)O)(F)F (trifluoroacetic acid). Run in ClCCl (dichloromethane). Product: ClC=1C=C(C=C(C1)Cl)S(=O)(=O)N(C=1C=C2CCN(C2=CC1)C(NC1=CC=CC=C1)=O)CC(=O)O ([(3,5-dichloro-phenylsulphonyl)-(1-phenylcarbamoyl-2,3-dihydro-1H-indol-5-yl)-amino]-acetic acid). As a reaction SMILES: [Cl:1][C:2]1[CH:3]=[C:4]([S:9]([N:12]([CH2:31][C:32]([O:34]C(C)(C)C)=[O:33])[C:13]2[CH:14]=[C:15]3[C:19](=[CH:20][CH:21]=2)[N:18]([C:22](=[O:30])[NH:23][C:24]2[CH:29]=[CH:28][CH:27]=[CH:26][CH:25]=2)[CH2:17][CH2:16]3)(=[O:11])=[O:10])[CH:5]=[C:6]([Cl:8])[CH:7]=1.FC(F)(F)C(O)=O>ClCCl>[Cl:1][C:2]1[CH:3]=[C:4]([S:9]([N:12]([CH2:31][C:32]([OH:34])=[O:33])[C:13]2[CH:14]=[C:15]3[C:19](=[CH:20][CH:21]=2)[N:18]([C:22](=[O:30])[NH:23][C:24]2[CH:29]=[CH:28][CH:27]=[CH:26][CH:25]=2)[CH2:17][CH2:16]3)(=[O:10])=[O:11])[CH:5]=[C:6]([Cl:8])[CH:7]=1. Procedure details: 1.24 g tert.butyl [(3,5-dichloro-phenylsulphonyl)-(1-phenylcarbamoyl-2,3-dihydro-1H-indol-5-yl)-amino]-acetate are dissolved in 10 ml dichloromethane. 5 ml of trifluoroacetic acid is added with stirring. The mixture is stirred for 2 hours at ambient temperature and then the solvents are eliminated in vacuo. The residue is extracted from diisopropylether and cyclohexane. Reactants: COC(=O)C12CC1C=CCCCCCC(NC(=O)OC(C)(C)C)C(=O)N1CC(OC(=O)N3Cc4cccc(F)c4C3)CC1C(=O)N2, CC(=O)[O-], COCCOC, [Na+], O. Reaction SMILES: [CH3:1][O:2][C:3](=[O:4])[C:5]12[NH:6][C:7](=[O:46])[CH:8]3[CH2:9][CH:10]([O:33][C:34](=[O:35])[N:36]4[CH2:37][c:38]5[cH:39][cH:40][cH:41][c:42]([F:45])[c:43]5[CH2:44]4)[CH2:11][N:12]3[C:13](=[O:32])[CH:14]([NH:24][C:25](=[O:26])[O:27][C:28]([CH3:29])([CH3:30])[CH3:31])[CH2:15][CH2:16][CH2:17][CH2:18][CH2:19][CH:20]=[CH:21][CH:22]1[CH2:23]2.[CH3:48][C:49](=[O:50])[O-:51].[CH3:52][O:53][CH2:54][CH2:55][O:56][CH3:57].[Na+:47].[OH2:58]>>[CH3:1][O:2][C:3](=[O:4])[C:5]12[NH:6][C:7](=[O:46])[CH:8]3[CH2:9][CH:10]([O:33][C:34](=[O:35])[N:36]4[CH2:37][c:38]5[cH:39][cH:40][cH:41][c:42]([F:45])[c:43]5[CH2:44]4)[CH2:11][N:12]3[C:13](=[O:32])[CH:14]([NH:24][C:25](=[O:26])[O:27][C:28]([CH3:29])([CH3:30])[CH3:31])[CH2:15][CH2:16][CH2:17][CH2:18][CH2:19][CH2:20][CH2:21][CH:22]1[CH2:23]2. The product is COC(=O)C12CC1CCCCCCCC(NC(=O)OC(C)(C)C)C(=O)N1CC(OC(=O)N3Cc4cccc(F)c4C3)CC1C(=O)N2. The reactants are COC1=CC=C(C=C1)Cl (p-methoxyphenyl chloride), CC(=O)C (acetone), P (phosphine), C(=O)([O-])[O-].[Cs+].[Cs+] (Cs2CO3). The reagents and catalysts are C(C=CC1=CC=CC=C1)Cl.[Pd] (palladium cinnamyl chloride). Yields the product COC1=CC=C(C=C1)CC(C)=O (1-(4′-Methoxyphenyl)-2-propanone). The yield is 84.0%. Reaction SMILES: [CH3:1][O:2][C:3]1[CH:8]=[CH:7][C:6](Cl)=[CH:5][CH:4]=1.P.C([O-])([O-])=O.[Cs+].[Cs+].[CH3:17][C:18]([CH3:20])=[O:19]>C(Cl)C=CC1C=CC=CC=1.[Pd]>[CH3:1][O:2][C:3]1[CH:8]=[CH:7][C:6]([CH2:17][C:18](=[O:19])[CH3:20])=[CH:5][CH:4]=1 |f:2.3.4,6.7|. Reported procedure: This reaction is carried out in the same manner as the reaction in example 3. The difference is that, the reactants are p-methoxyphenyl chloride (143.2 mg, 1.0 mmol), palladium cinnamyl chloride (7.9 mg, 0.015 mmol), 2-Methoxy-6-(N-methyl-N-phenyl-amino)phenyldicyclohexyl)phosphine (24.5 mg, 0.060 mmol), Cs2CO3 (651.0 mg, 2.0 mmol) in 4.0 mL acetone at 90° C. for 12 h. 1-(4′-Methoxyphenyl)-2-propanone (137.9 mg) was obtained with a yield of 84% as liquid. 1H NMR (300 MHz, CDCl3) δ 7.15-7.07 (m, ... Reactants: C(=O)NNC1=C(C=C(C=C1)N)OC (1-formyl-2-(4-amino-2-methoxyphenyl)hydrazine), COC1=CC=C(C=C1)N=C=S (4-methoxyphenyl isothiocyanate). Product: C(=O)NNC1=C(C=C(C=C1)NC(=S)NC1=CC=C(C=C1)OC)OC (1-[4-(2-Formylhydrazino)-3-methoxyphenyl]-3-(4-methoxyphenyl)thiourea). As a reaction SMILES: [CH:1]([NH:3][NH:4][C:5]1[CH:10]=[CH:9][C:8]([NH2:11])=[CH:7][C:6]=1[O:12][CH3:13])=[O:2].[CH3:14][O:15][C:16]1[CH:21]=[CH:20][C:19]([N:22]=[C:23]=[S:24])=[CH:18][CH:17]=1>>[CH:1]([NH:3][NH:4][C:5]1[CH:10]=[CH:9][C:8]([NH:11][C:23]([NH:22][C:19]2[CH:20]=[CH:21][C:16]([O:15][CH3:14])=[CH:17][CH:18]=2)=[S:24])=[CH:7][C:6]=1[O:12][CH3:13])=[O:2]. Procedure details: Procedure (18.) was employed with 1-formyl-2-(4-amino-2-methoxyphenyl)hydrazine (1.2g, 0.006 mole) and 4-methoxyphenyl isothiocyanate (1.1 g, 0.0066 mole). Yield 1.6 g (70%), m.p. 160°-162° C. The reactants are CCOc1ccncc1[N+](=O)[O-], CC(=O)[O-], CC(=O)O, Cl, [NH4+]. The product is Nc1ccncc1[N+](=O)[O-]. Reaction SMILES: [CH2:2]([O:3][c:5]1[c:6]([N+:11](=[O:12])[O-:13])[cH:7][n:8][cH:9][cH:10]1)[CH3:4].[CH3:15][C:16](=[O:17])[O-:18].[CH3:19][C:20](=[O:21])[OH:22].[ClH:1].[NH4+:14]>>[c:5]1([NH2:14])[c:6]([N+:11](=[O:12])[O-:13])[cH:7][n:8][cH:9][cH:10]1. Starting materials: C(C)(C)(C)OC(COC1=C(C=C(C=C1)Cl)Br)=O (tert-Butyl(2-bromo-4-chlorophenoxy)acetate), COC=1C=C(C=CC1OC)B(O)O (3,4-dimethoxyphenylboronic acid). Product: ClC=1C=CC(=C(C1)C1=CC(=C(C=C1)OC)OC)OCC(=O)OC(C)(C)C (tert-Butyl [(5-chloro-3′,4′-dimethoxybiphenyl-2-yl)oxy]acetate). Procedure: The subtitle compound was prepared by the method of example 1 step (ii) using the product from example 1 step (i) and 3,4-dimethoxyphenylboronic acid. Yield 0.86 g Reaction SMILES: [C:1]([O:5][C:6](=[O:17])[CH2:7][O:8][C:9]1[CH:14]=[CH:13][C:12]([Cl:15])=[CH:11][C:10]=1Br)([CH3:4])([CH3:3])[CH3:2].[CH3:18][O:19][C:20]1[CH:21]=[C:22](B(O)O)[CH:23]=[CH:24][C:25]=1[O:26][CH3:27]>>[Cl:15][C:12]1[CH:13]=[CH:14][C:9]([O:8][CH2:7][C:6]([O:5][C:1]([CH3:4])([CH3:3])[CH3:2])=[O:17])=[C:10]([C:23]2[CH:22]=[CH:21][C:20]([O:19][CH3:18])=[C:25]([O:26][CH3:27])[CH:24]=2)[CH:11]=1. Reactants: Br[C@H]1[C@@H](C2=CC=CC=C2C1)O (trans-2-Bromo-1-indanol), O (H2O), [N-]=[N+]=[N-].[Na+] (sodium azide), CCOC(=O)C (EtOAc). Solvent: CS(=O)C (DMSO). Conditions: temperature 75 celsius, time 3 hour. Yields the product N(=[N+]=[N-])C1[C@H](C2=CC=CC=C2C1)O ((S)-2-Azido-indan-1-ol). RXN SMILES: Br[C@@H:2]1[CH2:10][C:9]2[C:4](=[CH:5][CH:6]=[CH:7][CH:8]=2)[C@H:3]1[OH:11].[N-:12]=[N+:13]=[N-:14].[Na+].CCOC(C)=O.O>CS(C)=O>[N:12]([CH:2]1[CH2:10][C:9]2[C:4](=[CH:5][CH:6]=[CH:7][CH:8]=2)[C@@H:3]1[OH:11])=[N+:13]=[N-:14] |f:1.2|. Procedure details: trans-2-Bromo-1-indanol (2 g, 9.39 mmol) and sodium azide (0.915 g, 14.08 mmol) were combined in DMSO (20 mL) and stirred at 75° C. for 3 hours. The mixture was worked up with EtOAc and H2O, and the combined organic layers were dried and concentrated to give the title compound. The reactants are C(C)NC(C1=C(C=CC=C1)Cl)=O (N-Ethyl-2-chlorobenzamide), C(CC(O)(C(=O)O)CC(=O)O)(=O)O (citric acid), C1(=CC=CC=C1)[Si](Cl)(C=C)C (Phenyl methyl vinyl chlorosilane), solution, [Li]C(C)CC (s-BuLi), C1CCCCC1 (cyclohexane), C(=O)=O.CC(=O)C (dry ice acetone), CN(C)CCN(C)C (TMEDA). Solvent: C1CCOC1 (THF), C1CCOC1 (THF). Reaction conditions: temperature -78 celsius, time 2 hour. The product is ClC1=C(C(=O)NCC)C(=CC=C1)[Si](C1=CC=CC=C1)(C)C=C (2-Chloro-6-(ethenylmethylphenylsilyl)-N-ethylbenzamide). Isolated yield 11.0%. As a reaction SMILES: [Li][CH:2]([CH2:4][CH3:5])[CH3:3].[CH2:6]1[CH2:11]CCCC1.[C:12](=[O:14])=O.CC(C)=O.C[N:20]([CH2:22][CH2:23]N(C)C)C.C(NC(=O)C1C=CC=CC=1[Cl:37])C.[C:39]1([Si:45]([CH3:49])([CH:47]=[CH2:48])Cl)[CH:44]=[CH:43][CH:42]=[CH:41][CH:40]=1.C(O)(=O)CC(CC(O)=O)(C(O)=O)O>C1COCC1>[Cl:37][C:3]1[CH:6]=[CH:11][CH:5]=[C:4]([Si:45]([CH:47]=[CH2:48])([CH3:49])[C:39]2[CH:44]=[CH:43][CH:42]=[CH:41][CH:40]=2)[C:2]=1[C:12]([NH:20][CH2:22][CH3:23])=[O:14] |f:2.3|. Procedure details: A 1.3M solution of s-BuLi in cyclohexane (10.5 mL, 13.6 mmol) was added to a dry ice/acetone cooled solution of TMEDA (1 mL, 6.5 mmol) in THF (10 mL), followed by the dropwise addition of the compound of example f (1.0 g, 5.45 mmol) in THF (10 mL). Phenyl methyl vinyl chlorosilane (1.5 g, 8.2 mmol) was added after 30 min, and the mixture was stirred at -78° C. for 2 h. This was poured into 25% aq citric acid and partitioned between EtOAc and water. The EtOAc was dried (MgSO4), concentrated, and ... Reaction SMILES: [CH3:13][N:14]([CH3:15])[CH2:16][c:17]1[cH:18][cH:19][c:20]([CH2:22][S:23][CH2:24][CH2:25][NH2:26])[o:21]1.[CH3:1][NH2:2].[CH3:3][O:4][C:5]1=[N:6][S:7](=[O:12])[N:8]=[C:9]1[NH:10][CH3:11]>>[C:5]1([NH:26][CH2:25][CH2:24][S:23][CH2:22][c:20]2[cH:19][cH:18][c:17]([CH2:16][N:14]([CH3:13])[CH3:15])[o:21]2)=[N:6][S:7](=[O:12])[N:8]=[C:9]1[NH:10][CH3:11]. Reactants: CN(C)Cc1ccc(CSCCN)o1, CN, CNC1=NS(=O)N=C1OC. Yields the product CNC1=NS(=O)N=C1NCCSCc1ccc(CN(C)C)o1.